This data is from the Open Reaction Database (ORD), a public repository of structured organic reaction records. The task is: describe an organic reaction: reactants, conditions, products, and yield Starting materials: CCOC(=O)c1ccc(NC(=O)N2CC(CN(C(=O)OC(C)(C)C)C(C)c3cccc4ccccc34)C(c3ccccc3)C2)cc1, CCOC(C)=O, CCOC(C)=O, Cl. Yields the product CCOC(=O)c1ccc(NC(=O)N2CC(CNC(C)c3cccc4ccccc34)C(c3ccccc3)C2)cc1. As a reaction SMILES: [C:1]([O:2][C:3](=[O:4])[N:8]([CH:9]([CH3:10])[c:11]1[cH:12][cH:13][cH:14][c:15]2[cH:16][cH:17][cH:18][cH:19][c:20]12)[CH2:21][CH:22]1[CH2:23][N:24]([C:33](=[O:34])[NH:35][c:36]2[cH:37][cH:38][c:39]([C:40](=[O:41])[O:42][CH2:43][CH3:44])[cH:45][cH:46]2)[CH2:25][CH:26]1[c:27]1[cH:28][cH:29][cH:30][cH:31][cH:32]1)([CH3:5])([CH3:6])[CH3:7].[C:47]([O:48][CH2:49][CH3:50])(=[O:51])[CH3:52].[CH3:54][CH2:55][O:56][C:57](=[O:58])[CH3:59].[ClH:53]>>[NH:8]([CH:9]([CH3:10])[c:11]1[cH:12][cH:13][cH:14][c:15]2[cH:16][cH:17][cH:18][cH:19][c:20]12)[CH2:21][CH:22]1[CH2:23][N:24]([C:33](=[O:34])[NH:35][c:36]2[cH:37][cH:38][c:39]([C:40](=[O:41])[O:42][CH2:43][CH3:44])[cH:45][cH:46]2)[CH2:25][CH:26]1[c:27]1[cH:28][cH:29][cH:30][cH:31][cH:32]1. The reactants are C(C1=CC=CC=C1)SC1=C(C(=O)OC)C=CC=C1NC=O (methyl 2-benzylmercapto-3-formylaminobenzoate), CO (MeOH). The solvent is C(Cl)(Cl)Cl (CHCl3). Run at temperature 60 celsius, time 2.5 hour. Product: C(C1=CC=CC=C1)SC1=C(C(=O)OC)C=CC=C1NC (methyl 2-benzylmercapto-3-methylaminobenzoate). Isolated yield 93.1%. RXN SMILES: [CH2:1]([S:8][C:9]1[C:18]([NH:19][CH:20]=O)=[CH:17][CH:16]=[CH:15][C:10]=1[C:11]([O:13][CH3:14])=[O:12])[C:2]1[CH:7]=[CH:6][CH:5]=[CH:4][CH:3]=1.CO>C(Cl)(Cl)Cl>[CH2:1]([S:8][C:9]1[C:18]([NH:19][CH3:20])=[CH:17][CH:16]=[CH:15][C:10]=1[C:11]([O:13][CH3:14])=[O:12])[C:2]1[CH:3]=[CH:4][CH:5]=[CH:6][CH:7]=1. Procedure details: 20 ml of borane/dimethyl sulfide complex (BMS) are added dropwise to a solution of 61.5 g of methyl 2-benzylmercapto-3-formylaminobenzoate (cf. Example d)) in 100 ml of CHCl3 at 0° C. The mixture is subsequently heated at 60° C. for 2 h, a further 20 ml of BMS are added, and the mixture is stirred at this temperature for a further 2.5 h. Then 30 ml of MeOH are added dropwise at 0° C. The mixture is transferred to a separating funnel, washed with water and brine and then dried over MgSO4. Volatil... Starting materials: C(C)OC(=O)C=1C=C2C(C=C(NC2=CC1)C1=CC=CC=C1)=O (4-oxo-2-phenyl-1,4-dihydro-quinoline-6-carboxylic acid ethyl ester), [OH-].[Na+] (NaOH). Solvent: C(C)O (ethanol). Reaction conditions: temperature 40 celsius, time 4 hour. The product is O=C1C=C(NC2=CC=C(C=C12)C(=O)O)C1=CC=CC=C1 (4-oxo-2-phenyl-1,4-dihydro-quinoline-6-carboxylic acid). RXN SMILES: C([O:3][C:4]([C:6]1[CH:7]=[C:8]2[C:13](=[CH:14][CH:15]=1)[NH:12][C:11]([C:16]1[CH:21]=[CH:20][CH:19]=[CH:18][CH:17]=1)=[CH:10][C:9]2=[O:22])=[O:5])C.[OH-].[Na+]>C(O)C>[O:22]=[C:9]1[C:8]2[C:13](=[CH:14][CH:15]=[C:6]([C:4]([OH:5])=[O:3])[CH:7]=2)[NH:12][C:11]([C:16]2[CH:17]=[CH:18][CH:19]=[CH:20][CH:21]=2)=[CH:10]1 |f:1.2|. Procedure: Saponification proceeded with dissolving 26.5 g (0.1 mol) 4-oxo-2-phenyl-1,4-dihydro-quinoline-6-carboxylic acid ethyl ester in ethanol (100 mL), adding 10 eq. of 1N NaOH solution and stirring at 40° C. for 4 hr. The ethanol was evaporated, water was added and acidified, and the precipitate filtered. The white product was dried over P2O5 to give quantitative amounts of 4-oxo-2-phenyl-1,4-dihydro-quinoline-6-carboxylic acid. Reactants: CC(=O)Cl, Nc1ccc([N+](=O)[O-])cn1, C1CCOC1, c1ccncc1. Product: CC(=O)Nc1ccc([N+](=O)[O-])cn1. RXN SMILES: [CH3:17][C:18]([Cl:19])=[O:20].[NH2:1][c:2]1[n:3][cH:4][c:5]([N+:8](=[O:9])[O-:10])[cH:6][cH:7]1.[O:21]1[CH2:22][CH2:23][CH2:24][CH2:25]1.[cH:11]1[cH:12][cH:13][n:14][cH:15][cH:16]1>>[NH:1]([c:2]1[n:3][cH:4][c:5]([N+:8](=[O:9])[O-:10])[cH:6][cH:7]1)[C:18]([CH3:17])=[O:20]. The reactants are NCCOC1=C(C=C(C=C1C)C1=NOC(=N1)C1=CC(=NC(=C1)C)N(CC)CC)CC ((4-{3-[4-(2-amino-ethoxy)-3-ethyl-5-methyl-phenyl]-[1,2,4]oxadiazol-5-yl}-6-methyl-pyridin-2-yl)-diethyl-amine), CCN(C(C)C)C(C)C (DIPEA), CS(=O)(=O)Cl (methane sulfonyl chloride). The solvent is CC(OCC)=O (EA), C(Cl)Cl (DCM). Run at time 30 minute. The product is C(C)N(C1=NC(=CC(=C1)C1=NC(=NO1)C1=CC(=C(OCCNS(=O)(=O)C)C(=C1)C)CC)C)CC (N-(2-{4-[5-(2-Diethylamino-6-methyl-pyridin-4-yl)-[1,2,4]oxadiazol-3-yl]-2-ethyl-6-methyl-phenoxy}-ethyl)-methanesulfonamide). The yield is 41.0%. As a reaction SMILES: [NH2:1][CH2:2][CH2:3][O:4][C:5]1[C:10]([CH3:11])=[CH:9][C:8]([C:12]2[N:16]=[C:15]([C:17]3[CH:22]=[C:21]([CH3:23])[N:20]=[C:19]([N:24]([CH2:27][CH3:28])[CH2:25][CH3:26])[CH:18]=3)[O:14][N:13]=2)=[CH:7][C:6]=1[CH2:29][CH3:30].CCN(C(C)C)C(C)C.[CH3:40][S:41](Cl)(=[O:43])=[O:42]>C(Cl)Cl.CC(=O)OCC>[CH2:27]([N:24]([CH2:25][CH3:26])[C:19]1[CH:18]=[C:17]([C:15]2[O:14][N:13]=[C:12]([C:8]3[CH:9]=[C:10]([CH3:11])[C:5]([O:4][CH2:3][CH2:2][NH:1][S:41]([CH3:40])(=[O:43])=[O:42])=[C:6]([CH2:29][CH3:30])[CH:7]=3)[N:16]=2)[CH:22]=[C:21]([CH3:23])[N:20]=1)[CH3:28]. Procedure: To a solution of crude (4-{3-[4-(2-amino-ethoxy)-3-ethyl-5-methyl-phenyl]-[1,2,4]oxadiazol-5-yl}-6-methyl-pyridin-2-yl)-diethyl-amine (70 mg, 0.17 mmol) and DIPEA (44 mg, 0.342 mmol) in DCM (2 mL), methane sulfonyl chloride (23 mg, 0.205 mmol) is added. The mixture is stirred at rt for 30 min before it is diluted with EA and washed with sat. aq. NaHCO3-solution. The washing is extracted back three times with EA. The combined org. extracts are dried over MgSO4, filtered and concentrated. The crud... Reactants: [Br-], [Br-], [Br-], CO, [Ca+2], ClCCl, COC(=O)c1sc(-c2ccccc2)cc1N, O=C([O-])[O-], C[N+](C)(C)c1ccccc1, C[N+](C)(C)c1ccccc1, C[N+](C)(C)c1ccccc1. Yields the product COC(=O)c1sc(-c2ccccc2)c(Br)c1N. Reaction SMILES: [Br-:17].[Br-:18].[Br-:19].[CH3:58][OH:59].[Ca+2:50].[Cl:55][CH2:56][Cl:57].[NH2:1][c:2]1[c:3]([C:13](=[O:14])[O:15][CH3:16])[s:4][c:5](-[c:7]2[cH:8][cH:9][cH:10][cH:11][cH:12]2)[cH:6]1.[O-:51][C:52](=[O:53])[O-:54].[c:20]1([N+:21]([CH3:22])([CH3:23])[CH3:24])[cH:25][cH:26][cH:27][cH:28][cH:29]1.[c:30]1([N+:31]([CH3:32])([CH3:33])[CH3:34])[cH:35][cH:36][cH:37][cH:38][cH:39]1.[c:40]1([N+:41]([CH3:42])([CH3:43])[CH3:44])[cH:45][cH:46][cH:47][cH:48][cH:49]1>>[NH2:1][c:2]1[c:3]([C:13](=[O:14])[O:15][CH3:16])[s:4][c:5](-[c:7]2[cH:8][cH:9][cH:10][cH:11][cH:12]2)[c:6]1[Br:17].